From a dataset of the Open Reaction Database (ORD), a public repository of structured organic reaction records. describe an organic reaction: reactants, conditions, products, and yield Starting materials: ClC1=NC=C(C(=O)OC)C(=C1)NC1CC2CCC(C1)N2C (Methyl 6-chloro-4-(8-methyl-8-azabicyclo[3.2.1]octan-3-ylamino)nicotinate), COC=1N=CC(=NC1)N (5-methoxypyrazin-2-amine), C([O-])([O-])=O.[Cs+].[Cs+] (cesium carbonate), C1(=CC=CC=C1)P(C1=CC=CC=2C(C3=CC=CC(=C3OC12)P(C1=CC=CC=C1)C1=CC=CC=C1)(C)C)C1=CC=CC=C1 (4,5-bis(diphenylphosphino)-9,9-dimethylxanthene). Reaction conditions: temperature 130 celsius. Product: COC=1N=CC(=NC1)NC1=NC=C(C(=O)OC)C(=C1)NC1CC2CCC(C1)N2C (methyl 6-(5-methoxypyrazin-2-ylamino)-4-(8-methyl-8-azabicyclo[3.2.1]octan-3-ylamino)nicotinate). Isolated yield 14.9%. RXN SMILES: Cl[C:2]1[CH:11]=[C:10]([NH:12][CH:13]2[CH2:19][CH:18]3[N:20]([CH3:21])[CH:15]([CH2:16][CH2:17]3)[CH2:14]2)[C:5]([C:6]([O:8][CH3:9])=[O:7])=[CH:4][N:3]=1.[CH3:22][O:23][C:24]1[N:25]=[CH:26][C:27]([NH2:30])=[N:28][CH:29]=1.C(=O)([O-])[O-].[Cs+].[Cs+].C1(P(C2C=CC=CC=2)C2C3OC4C(=CC=CC=4P(C4C=CC=CC=4)C4C=CC=CC=4)C(C)(C)C=3C=CC=2)C=CC=CC=1>>[CH3:22][O:23][C:24]1[N:25]=[CH:26][C:27]([NH:30][C:2]2[CH:11]=[C:10]([NH:12][CH:13]3[CH2:19][CH:18]4[N:20]([CH3:21])[CH:15]([CH2:16][CH2:17]4)[CH2:14]3)[C:5]([C:6]([O:8][CH3:9])=[O:7])=[CH:4][N:3]=2)=[N:28][CH:29]=1 |f:2.3.4|. Procedure: Methyl 6-chloro-4-(8-methyl-8-azabicyclo[3.2.1]octan-3-ylamino)nicotinate (26 mg, 0.084 mmol, prepared as described in Synthesis 62 and 63), 5-methoxypyrazin-2-amine (16 mg, 0.127 mmol), cesium carbonate (55 mg, 0.169 mmol), 4,5-bis(diphenylphosphino)-9,9-dimethylxanthene (3.9 mg, 7 mol %), and tris(dibenzylideneacetone)dipalladium chloroform complex (3.5 mg, 3.5 mol %) were added to a vial which was flushed with nitrogen and sealed. Anhydrous toluene (0.3 mL) and DMF (0.1 mL) were added and nit... Reactants: [Li]CCCC, C1CCOC1, COc1ccc(CNc2nc(CN3CCCCC3=O)nc3ccccc23)cc1, COc1ccc(N(C)c2nc(CCl)nc3ccccc23)cc1, O=C1CCCN1. Yields the product COc1ccc(N(C)c2nc(CN3CCCC3=O)nc3ccccc23)cc1. Reaction SMILES: [CH2:29]([Li:30])[CH2:31][CH2:32][CH3:33].[CH2:62]1[O:63][CH2:64][CH2:65][CH2:66]1.[CH3:34][O:35][c:36]1[cH:37][cH:38][c:39]([CH2:40][NH:41][c:42]2[c:43]3[c:44]([cH:45][cH:46][cH:47][cH:48]3)[n:49][c:50]([CH2:51][N:52]3[CH2:53][CH2:54][CH2:55][CH2:56][C:57]3=[O:58])[n:59]2)[cH:60][cH:61]1.[Cl:1][CH2:2][c:3]1[n:4][c:5]2[cH:6][cH:7][cH:8][cH:9][c:10]2[c:11]([N:13]([CH3:14])[c:15]2[cH:16][cH:17][c:18]([O:21][CH3:22])[cH:19][cH:20]2)[n:12]1.[NH:23]1[C:24](=[O:28])[CH2:25][CH2:26][CH2:27]1>>[CH2:2]([c:3]1[n:4][c:5]2[cH:6][cH:7][cH:8][cH:9][c:10]2[c:11]([N:13]([CH3:14])[c:15]2[cH:16][cH:17][c:18]([O:21][CH3:22])[cH:19][cH:20]2)[n:12]1)[N:23]1[C:24](=[O:28])[CH2:25][CH2:26][CH2:27]1. Product: Cc1n[nH]c2ccc(-c3nncc(N4CCNCC4)n3)cc12. As a reaction SMILES: [CH3:1][c:2]1[n:3][nH:4][c:5]2[cH:6][cH:7][c:8](-[c:11]3[n:12][n:13][cH:14][c:15]([N:17]4[CH2:18][CH2:19][N:20]([C:23]([O:24][C:25]([CH3:26])([CH3:27])[CH3:28])=[O:29])[CH2:21][CH2:22]4)[n:16]3)[cH:9][c:10]12.[Cl:37][CH2:38][Cl:39].[OH:30][C:31]([C:32]([F:33])([F:34])[F:35])=[O:36]>>[CH3:1][c:2]1[n:3][nH:4][c:5]2[cH:6][cH:7][c:8](-[c:11]3[n:12][n:13][cH:14][c:15]([N:17]4[CH2:18][CH2:19][NH:20][CH2:21][CH2:22]4)[n:16]3)[cH:9][c:10]12. Reactants: Cc1n[nH]c2ccc(-c3nncc(N4CCN(C(=O)OC(C)(C)C)CC4)n3)cc12, ClCCl, O=C(O)C(F)(F)F. Starting materials: ClC1=C(C=NN1CC(F)F)[N+](=O)[O-] (5-chloro-1-(2,2-difluoroethyl)-4-nitro-1H-pyrazole), N1CC[C@@H](CCC1)NC(C(F)(F)F)=O ((R)—N-(azepan-4-yl)-2,2,2-trifluoroacetamide), CCN(C(C)C)C(C)C (DIPEA). The solvent is CCO (EtOH). Yields the product FC(CN1N=CC(=C1N1CC[C@@H](CCC1)NC(C(F)(F)F)=O)[N+](=O)[O-])F ((R)—N-(1-(1-(2,2-difluoroethyl)-4-nitro-1H-pyrazol-5-yl)azepan-4-yl)-2,2,2-trifluoroacetamide). The yield is 64.9%. Reaction SMILES: Cl[C:2]1[N:6]([CH2:7][CH:8]([F:10])[F:9])[N:5]=[CH:4][C:3]=1[N+:11]([O-:13])=[O:12].[NH:14]1[CH2:20][CH2:19][CH2:18][C@@H:17]([NH:21][C:22](=[O:27])[C:23]([F:26])([F:25])[F:24])[CH2:16][CH2:15]1.CCN(C(C)C)C(C)C>CCO>[F:9][CH:8]([F:10])[CH2:7][N:6]1[C:2]([N:14]2[CH2:20][CH2:19][CH2:18][C@@H:17]([NH:21][C:22](=[O:27])[C:23]([F:25])([F:24])[F:26])[CH2:16][CH2:15]2)=[C:3]([N+:11]([O-:13])=[O:12])[CH:4]=[N:5]1. Procedure: A solution of 5-chloro-1-(2,2-difluoroethyl)-4-nitro-1H-pyrazole (438 mg, 2.07 mmol), (R)—N-(azepan-4-yl)-2,2,2-trifluoroacetamide (438 mg, 2.07 mmol) and DIPEA (1 mL) in EtOH (4 mL) was heated at 155° C. in the microwave for 5 hr. The solvent was removed under reduced pressure and the residue purified by silica gel column chromatography (0-100% EtOAc/isohexane) to give (R)—N-(1-(1-(2,2-difluoroethyl)-4-nitro-1H-pyrazol-5-yl)azepan-4-yl)-2,2,2-trifluoroacetamide as a pale orange gum (518 mg). A ... The reactants are O1COC2=C1C=CC(=C2)C(C)(C)O (2-(1,3-benzodioxol-5-yl)-2-propanol), O.C1(=CC=C(C=C1)S(=O)(=O)O)C (p-toluenesulfonic acid monohydrate). Solvent: C1=CC=CC=C1 (benzene). Product: O1COC2=C1C=CC(=C2)C(=C)C (2-(1,3-Benzodioxol-5-yl) propene). Yield: 109.7%. RXN SMILES: [O:1]1[C:5]2[CH:6]=[CH:7][C:8]([C:10](O)([CH3:12])[CH3:11])=[CH:9][C:4]=2[O:3][CH2:2]1.O.C1(C)C=CC(S(O)(=O)=O)=CC=1>C1C=CC=CC=1>[O:1]1[C:5]2[CH:6]=[CH:7][C:8]([C:10]([CH3:12])=[CH2:11])=[CH:9][C:4]=2[O:3][CH2:2]1 |f:1.2|. Reported procedure: 14.52 g of 2-(1,3-benzodioxol-5-yl)-2-propanol was dissolved in 200 ml of benzene. A catalytic amount of p-toluenesulfonic acid monohydrate was added to the solution and the mixture was heated under reflux in a short-neck Kjeldahl flask provided with a Dean-Stark reflux condenser for 2.5 h. The reaction mixture was washed with a saturated aqueous sodium hydrogencarbonate solution and then with a saturated aqueous common salt solution and dried over anhydrous magnesium sulfate. After filtration, ... The reactants are N12CC(C(CC1)CC2)OC2=NC=C(C=N2)C2=CC=C(C=C2)NC(OC(C)(C)C)=O (tert-butyl 4-[2-(1-azabicyclo[2.2.2]oct-3-yloxy)pyrimidin-5-yl]phenylcarbamate), FC(C(=O)O)(F)F (trifluroacetic acid). Run in C(Cl)Cl (CH2Cl2). Yields the product N12CC(C(CC1)CC2)OC2=NC=C(C=N2)C2=CC=C(N)C=C2 (4-[2-(1-azabicyclo[2.2.2]oct-3-yloxy)pyrimidin-5-yl]aniline). As a reaction SMILES: [N:1]12[CH2:8][CH2:7][CH:4]([CH2:5][CH2:6]1)[CH:3]([O:9][C:10]1[N:15]=[CH:14][C:13]([C:16]3[CH:21]=[CH:20][C:19]([NH:22]C(=O)OC(C)(C)C)=[CH:18][CH:17]=3)=[CH:12][N:11]=1)[CH2:2]2.FC(F)(F)C(O)=O>C(Cl)Cl>[N:1]12[CH2:6][CH2:5][CH:4]([CH2:7][CH2:8]1)[CH:3]([O:9][C:10]1[N:15]=[CH:14][C:13]([C:16]3[CH:21]=[CH:20][C:19]([NH2:22])=[CH:18][CH:17]=3)=[CH:12][N:11]=1)[CH2:2]2. Procedure details: The product of Example 18B (340 mg, 0.86 mmol) in CH2Cl2 (6 mL) was treated with trifluroacetic acid (Aldrich, 2 mL) at ambient temperature for 30 minutes and concentrated under reduced pressure. The title product was purified by chromatography (SiO2, CH2Cl2:MeOH:NH3.H2O, 90:10:1, Rf. 0.07) as solid (150 mg, yield, 58%). 1H NMR (300 MHz, MeOH-d4) δ 1.88-2.22 (m, 3H), 2.31-2.45 (m, 1H), 2.56-2.64 (m, 1H), 3.27-3.51 (m, 5H), 3.84-3.96 (m, 1H), 5.36-5.45 (m, 1H), 6.87 (d, J=8.5 Hz, 2H), 7.42 (d, J=... Reactants: O=C([O-])[O-], CC(C)(C)C(=O)OCC1OC(Br)C(OC(=O)C(C)(C)C)C(OC(=O)C(C)(C)C)C1OC(=O)C(C)(C)C, CC(C)c1c(Cc2ccccc2)c(=O)[nH]n1C(=O)OCc1ccccc1, CC#N, [K+], [K+], O. The product is CC(C)c1c(Cc2ccccc2)c(OC2OC(COC(=O)C(C)(C)C)C(OC(=O)C(C)(C)C)C(OC(=O)C(C)(C)C)C2OC(=O)C(C)(C)C)nn1C(=O)OCc1ccccc1. As a reaction SMILES: [C:27](=[O:28])([O-:29])[O-:30].[C:33]([C:34]([CH3:35])([CH3:36])[CH3:37])(=[O:38])[O:39][CH:40]1[CH:41]([Br:68])[O:42][CH:43]([CH2:60][O:61][C:62]([C:63]([CH3:64])([CH3:65])[CH3:66])=[O:67])[CH:44]([O:53][C:54]([C:55]([CH3:56])([CH3:57])[CH3:58])=[O:59])[CH:45]1[O:46][C:47]([C:48]([CH3:49])([CH3:50])[CH3:51])=[O:52].[CH2:1]([c:2]1[cH:3][cH:4][cH:5][cH:6][cH:7]1)[O:8][C:9](=[O:10])[n:11]1[nH:12][c:13](=[O:26])[c:14]([CH2:19][c:20]2[cH:21][cH:22][cH:23][cH:24][cH:25]2)[c:15]1[CH:16]([CH3:17])[CH3:18].[CH3:70][C:71]#[N:72].[K+:31].[K+:32].[OH2:69]>>[CH2:1]([c:2]1[cH:3][cH:4][cH:5][cH:6][cH:7]1)[O:8][C:9](=[O:10])[n:11]1[n:12][c:13]([O:26][CH:41]2[CH:40]([O:39][C:33]([C:34]([CH3:35])([CH3:36])[CH3:37])=[O:38])[CH:45]([O:46][C:47]([C:48]([CH3:49])([CH3:50])[CH3:51])=[O:52])[CH:44]([O:53][C:54]([C:55]([CH3:56])([CH3:57])[CH3:58])=[O:59])[CH:43]([CH2:60][O:61][C:62]([C:63]([CH3:64])([CH3:65])[CH3:66])=[O:67])[O:42]2)[c:14]([CH2:19][c:20]2[cH:21][cH:22][cH:23][cH:24][cH:25]2)[c:15]1[CH:16]([CH3:17])[CH3:18]. Reactants: N1=C(C=CC2=CC=CC=C12)C=1C=C(C=CC1)O (3-(quinolin-2-yl)phenol), IC1=CC=C(C=C1)C1=C(C=CC=C1)[N+](=O)[O-] (4′-iodo-2-nitrobiphenyl), [O-]P(=O)([O-])[O-].[K+].[K+].[K+] (K3PO4). The reagents and catalysts are [Cu]I (CuI), N1=C(C=CC=C1)C(=O)O (picolinic acid). Reaction conditions: temperature 85 celsius. Product: N1=C(C=CC2=CC=CC=C12)C=1C=C(OC2=CC=3NC4=CC=CC=C4C3C=C2)C=CC1 (2-(3-(quinolin-2-yl)phenoxy)-9H-carbazole). Isolated yield 101.1%. Reaction SMILES: [N:1]1[C:10]2[C:5](=[CH:6][CH:7]=[CH:8][CH:9]=2)[CH:4]=[CH:3][C:2]=1[C:11]1[CH:12]=[C:13]([OH:17])[CH:14]=[CH:15][CH:16]=1.I[C:19]1[CH:24]=[CH:23][C:22]([C:25]2[CH:30]=[CH:29][CH:28]=[CH:27][C:26]=2[N+:31]([O-])=O)=[CH:21][CH:20]=1.[O-]P([O-])([O-])=O.[K+].[K+].[K+]>[Cu]I.N1C=CC=CC=1C(O)=O>[N:1]1[C:10]2[C:5](=[CH:6][CH:7]=[CH:8][CH:9]=2)[CH:4]=[CH:3][C:2]=1[C:11]1[CH:12]=[C:13]([CH:14]=[CH:15][CH:16]=1)[O:17][C:19]1[CH:24]=[CH:23][C:22]2[C:25]3[C:26](=[CH:27][CH:28]=[CH:29][CH:30]=3)[NH:31][C:21]=2[CH:20]=1 |f:2.3.4.5|. Procedure details: 3-(quinolin-2-yl)phenol (3.68 g, 15.30 mmol, 1.0 eq), 4′-iodo-2-nitrobiphenyl (5.97 g, 18.36 mmol, 1.2 eq), CuI (0.15 g, 0.77 mmol, 0.05 eq), picolinic acid (0.19 g, 1.53 mmol, 0.1 eq) and K3PO4 (6.50 g, 30.60 mmol, 2.0 eq) were added to a dry pressure vessel equipped with a magnetic stir bar. The vessel was evacuated and back-filled with nitrogen. The evacuation and back-fill procedure was repeated twice. Then solvent DMSO (32 mL) was added under nitrogen. After bubbling with nitrogen for 20 mi...